This data is from the Open Reaction Database (ORD), a public repository of structured organic reaction records. The task is: describe an organic reaction: reactants, conditions, products, and yield The reactants are C(C1=CC=CC=C1)NC1=C(C=NC=2N1N=CC2C(=O)O)C(=O)N2CC(C1(CC2)C=CC2=CC=CC=C21)C (7-Benzylamino-6-(3′-methylspiro[inden-1,4′-piperidine]-1′-ylcarbonyl)pyrazolo[1,5-a]pyrimidine-3-carboxylic acid), CS(=O)(=O)N (methanesulfonamide). The product is C(C1=CC=CC=C1)NC1=C(C=NC=2N1N=CC2C(=O)NS(=O)(=O)C)C(=O)N2CC(C1(CC2)C=CC2=CC=CC=C21)C (N-[7-Benzylamino-6-(3′-methylspiro[inden-1,4′-piperidine]-1′-ylcarbonyl)pyrazolo[1,5-a]pyrimidine-3-carbonyl]methanesulfonamide). The yield is 78.6%. RXN SMILES: [CH2:1]([NH:8][C:9]1[N:14]2[N:15]=[CH:16][C:17]([C:18]([OH:20])=O)=[C:13]2[N:12]=[CH:11][C:10]=1[C:21]([N:23]1[CH2:28][CH2:27][C:26]2([C:36]3[C:31](=[CH:32][CH:33]=[CH:34][CH:35]=3)[CH:30]=[CH:29]2)[CH:25]([CH3:37])[CH2:24]1)=[O:22])[C:2]1[CH:7]=[CH:6][CH:5]=[CH:4][CH:3]=1.[CH3:38][S:39]([NH2:42])(=[O:41])=[O:40]>>[CH2:1]([NH:8][C:9]1[N:14]2[N:15]=[CH:16][C:17]([C:18]([NH:42][S:39]([CH3:38])(=[O:41])=[O:40])=[O:20])=[C:13]2[N:12]=[CH:11][C:10]=1[C:21]([N:23]1[CH2:28][CH2:27][C:26]2([C:36]3[C:31](=[CH:32][CH:33]=[CH:34][CH:35]=3)[CH:30]=[CH:29]2)[CH:25]([CH3:37])[CH2:24]1)=[O:22])[C:2]1[CH:3]=[CH:4][CH:5]=[CH:6][CH:7]=1. Procedure details: In the same manner as in Example 1, step 6 and using 7-benzylamino-6-(3′-methylspiro[inden-1,4′-piperidine]-1′-ylcarbonyl)pyrazolo[1,5-a]pyrimidine-3-carboxylic acid (0.049 g, 0.0825 mmol) obtained in step 2 and methanesulfonamide (0.039 g, 0.413 mmol), the title compound (0.037 g, 79%) was obtained. Reactants: C(C)(C)(C)C1=CC=C(C=C1)S(=O)(=O)NC1=C(C=C(C(=C1)F)Cl)C(=O)NN (4-tert-butyl-N-(4-chloro-5-fluoro-2-hydrazinocarbonyl-phenyl)-benzenesulfonamide), C(C)(C)NC(C)C (diisopropylamine), CNC(=O)C=1N=COC1 (oxazole-4-carboxylic acid methylamide), O=P(Cl)(Cl)Cl (POCl3), N1=CC=CC=C1 (pyridine). Solvent: O1CCOCC1 (dioxane), CC#N (CH3CN). Conditions: temperature 40 celsius, time 4 hour. Yields the product C(C)(C)(C)C1=CC=C(C=C1)S(=O)(=O)NC1=C(C=C(C(=C1)F)Cl)C1=NN=C(N1C)C=1N=COC1 (4-tert-butyl-N-[4-chloro-5-fluoro-2-(4-methyl-5-oxazol-4-yl-4H-[1,2,4]triazol-3-yl)-phenyl]-benzenesulfonamide). Reaction SMILES: [CH3:1][NH:2][C:3]([C:5]1[N:6]=[CH:7][O:8][CH:9]=1)=O.O=P(Cl)(Cl)Cl.N1C=CC=CC=1.[C:21]([C:25]1[CH:30]=[CH:29][C:28]([S:31]([NH:34][C:35]2[CH:40]=[C:39]([F:41])[C:38]([Cl:42])=[CH:37][C:36]=2[C:43]([NH:45][NH2:46])=O)(=[O:33])=[O:32])=[CH:27][CH:26]=1)([CH3:24])([CH3:23])[CH3:22].C(NC(C)C)(C)C>O1CCOCC1.CC#N>[C:21]([C:25]1[CH:30]=[CH:29][C:28]([S:31]([NH:34][C:35]2[CH:40]=[C:39]([F:41])[C:38]([Cl:42])=[CH:37][C:36]=2[C:43]2[N:2]([CH3:1])[C:3]([C:5]3[N:6]=[CH:7][O:8][CH:9]=3)=[N:46][N:45]=2)(=[O:33])=[O:32])=[CH:27][CH:26]=1)([CH3:23])([CH3:24])[CH3:22]. Procedure details: A 25 mL scintillation vial was charged with oxazole-4-carboxylic acid methylamide (132 mg, 1.0 mmol), POCl3 (0.27 mL, 3 mmol), pyridine (0.48 mL, 6 mmol) and CH3CN (10 mL). The vial was sealed, heated to 40° C., and stirred for four hours. The volatiles were then evacuated in vacuo and to the residue was added 4-tert-butyl-N-(4-chloro-5-fluoro-2-hydrazinocarbonyl-phenyl)-benzenesulfonamide (400 mg, 1.0 mmol), diisopropylamine (2.0 mL), and dioxane (2.0 mL). The vial was sealed, heated to 130° C.... Reactants: BrCC(=O)OCC (Ethyl bromoacetate), N1(C=NC=C1)C1=CC=C(C=C1)C(CC(=O)OC)=O (methyl 4-(1H-imidazol-1-yl)-β-oxobenzenepropanoate), [H-].[Na+] (NaH). Solvent: O1CCCC1 (tetrahydrofuran), O1CCCC1 (tetrahydrofuran). Product: N1(C=NC=C1)C1=CC=C(C=C1)C(CCC(=O)O)=O (4-(1H-imidazol-1-yl)-γ-oxobenzenebutanoic acid). Isolated yield 54.0%. Reaction SMILES: [N:1]1([C:6]2[CH:11]=[CH:10][C:9]([C:12](=[O:18])[CH2:13][C:14](OC)=O)=[CH:8][CH:7]=2)[CH:5]=[CH:4][N:3]=[CH:2]1.[H-].[Na+].BrC[C:23]([O:25]CC)=[O:24]>O1CCCC1>[N:1]1([C:6]2[CH:7]=[CH:8][C:9]([C:12](=[O:18])[CH2:13][CH2:14][C:23]([OH:25])=[O:24])=[CH:10][CH:11]=2)[CH:5]=[CH:4][N:3]=[CH:2]1 |f:1.2|. Procedure details: A solution of methyl 4-(1H-imidazol-1-yl)-β-oxobenzenepropanoate (6.1 g, 0.025 mol) in tetrahydrofuran (65 ml) is added slowly to a stirred suspension of 50% NaH (1.2 g, 0.025 mol) in tetrahydrofuran (20 ml) and the solution is stirred for one additional hour. Ethyl bromoacetate (4.5 g) is added followed by refluxing the mixture for 7 to 8 hours. The tetrahydrofuran is removed, the residue is treated with water, and the organic material is extracted with ether. The residue obtained after removal... The reactants are C1(=CC=C(C=C1)C(=O)[C@@]([C@@](C(=O)O)(O)C(=O)C1=CC=C(C=C1)C)(O)C(=O)O)C.N[C@H]1[C@@H](N2CCC1CC2)CC=2C=NC=CC2 ((2S,3R)-3-Amino-2-((3-pyridinyl)methyl)-1-azabicyclo[2.2.2]octane di-p-toluoyl-D-tartrate salt), [Cl-].[Na+] (sodium chloride), glass, [OH-].[Na+] (Sodium hydroxide). Run at time 10 minute. Yields the product N[C@H]1[C@@H](N2CCC1CC2)CC=2C=NC=CC2 ((2S,3R)-3-amino-2-((3-pyridinyl)methyl)-1-azabicyclo[2.2.2]octane). Isolated yield 98.1%. Reaction SMILES: C1(C)C=CC(C([C@](C(O)=O)(O)[C@](C(C2C=CC(C)=CC=2)=O)(O)C(O)=O)=O)=CC=1.[NH2:29][C@@H:30]1[CH:35]2[CH2:36][CH2:37][N:32]([CH2:33][CH2:34]2)[C@H:31]1[CH2:38][C:39]1[CH:40]=[N:41][CH:42]=[CH:43][CH:44]=1.[Cl-].[Na+].[OH-].[Na+]>>[NH2:29][C@@H:30]1[CH:35]2[CH2:34][CH2:33][N:32]([CH2:37][CH2:36]2)[C@H:31]1[CH2:38][C:39]1[CH:40]=[N:41][CH:42]=[CH:43][CH:44]=1 |f:0.1,2.3,4.5|. Procedure: (2S,3R)-3-Amino-2-((3-pyridinyl)methyl)-1-azabicyclo[2.2.2]octane di-p-toluoyl-D-tartrate salt (3.64 kg, 5.96 mol) and 10% aqueous sodium chloride solution (14.4 L, 46.4 mol) were added to a 72 L glass reaction flask equipped with a mechanical stirrer under an inert atmosphere. 5 M Sodium hydroxide (5.09 L) was added to the stirring mixture to adjust the pH of the mixture to pH 14. The mixture was then stirred for a minimum of 10 min. The aqueous solution was extracted with chloroform (4×12.0 L)...